This data is from the Open Reaction Database (ORD), a public repository of structured organic reaction records. The task is: describe an organic reaction: reactants, conditions, products, and yield Starting materials: ClC=1C(=NC=C(C(=O)O)C1)Cl (5,6-dichloro nicotinic acid), C(C)(C)O (isopropanol). Run in OS(=O)(=O)O (H2SO4). Conditions: temperature 80 celsius, time 16 hour. Yields the product C(C)(C)OC(C1=CN=C(C(=C1)Cl)Cl)=O (5,6-dichloro nicotinic acid isopropyl ester). As a reaction SMILES: [Cl:1][C:2]1[C:3]([Cl:11])=[N:4][CH:5]=[C:6]([CH:10]=1)[C:7]([OH:9])=[O:8].[CH:12](O)([CH3:14])[CH3:13]>OS(O)(=O)=O>[CH:12]([O:8][C:7](=[O:9])[C:6]1[CH:10]=[C:2]([Cl:1])[C:3]([Cl:11])=[N:4][CH:5]=1)([CH3:14])[CH3:13]. Procedure details: To a solution of 5,6-dichloro nicotinic acid (12.2 g, 63.5 mmol) in isopropanol (70 mL), H2SO4 (4 mL) is added dropwise. The mixture is stirred at 80° C. for 16 h before it is cooled to rt and concentrated in vacuo. The residue is dissolved in dioxane (100 mL) and concentrated again. The crude product is purified by CC (heptane:EA 1:3) to give 5,6-dichloro nicotinic acid isopropyl ester (9.29 g) as a pale beige oil; LC-MS: tR=1.33 min, [M+1]+=233.94. Starting materials: O1C2=C(OCC1)C=C(C=C2)O (2,3-dihydrobenzo[b][1,4]dioxin-6-ol), C(=O)([O-])[O-].[K+].[K+] (K2CO3), IC (Iodomethane). Solvent: CC(=O)C (acetone). Run at time 1 hour. Product: COC1=CC2=C(OCCO2)C=C1 (6-methoxy-2,3-dihydrobenzo[b][1,4]dioxine). Reaction SMILES: [O:1]1[CH2:6][CH2:5][O:4][C:3]2[CH:7]=[C:8]([OH:11])[CH:9]=[CH:10][C:2]1=2.[C:12]([O-])([O-])=O.[K+].[K+].IC>CC(C)=O>[CH3:12][O:11][C:8]1[CH:9]=[CH:10][C:2]2[O:1][CH2:6][CH2:5][O:4][C:3]=2[CH:7]=1 |f:1.2.3|. Procedure: A mixture of 2,3-dihydrobenzo[b][1,4]dioxin-6-ol (2.600 g; 17.10 mmol), and K2CO3 (2.598 g; 18.80 mmol) in anh. acetone (40 ml) was stirred at rt, under nitrogen, for 1 h. Iodomethane (13.340 g; 94.00 mmol) was then added, and the resulting mixture was heated at reflux, under nitrogen, for 2 h. After cooling to rt, the reaction mixture was filtered over a pad of celite, and the filtrate was concentrated to dryness under reduced pressure. Et2O and water were added, and the organic layer was furth... Starting materials: FC(=C1[C@]2(C)[C@@H](CC1)[C@H]1CCC=3C=C(C=CC3[C@H]1CC2)OC2OCCCC2)F (17-difluoromethylene-3-tetrahydropyranyloxy-8α-estra-1,3,5(10)-triene), C(C(=O)O)(=O)O (oxalic acid). Solvent: CO (methanol), O (water). Product: FC(=C1[C@]2(C)[C@@H](CC1)[C@H]1CCC=3C=C(C=CC3[C@H]1CC2)O)F (17-difluoromethylene-8α-estra-1,3,5(10)-trien-3-ol). Yield: 95.7%. As a reaction SMILES: [F:1][C:2]([F:28])=[C:3]1[CH2:8][CH2:7][C@H:6]2[C@@H:9]3[C@H:18]([CH2:19][CH2:20][C@:4]12[CH3:5])[C:17]1[CH:16]=[CH:15][C:14]([O:21]C2CCCCO2)=[CH:13][C:12]=1[CH2:11][CH2:10]3.C(O)(=O)C(O)=O>CO.O>[F:1][C:2]([F:28])=[C:3]1[CH2:8][CH2:7][C@H:6]2[C@@H:9]3[C@H:18]([CH2:19][CH2:20][C@:4]12[CH3:5])[C:17]1[CH:16]=[CH:15][C:14]([OH:21])=[CH:13][C:12]=1[CH2:11][CH2:10]3. Procedure details: A suspension of 1.2 g of 17-difluoromethylene-3-tetrahydropyranyloxy-8α-estra-1,3,5(10)-triene in 25 ml of methanol and 2.5 ml of water is refluxed with 1.2 mg of oxalic acid for 0.5 hour at a bath temperature of 100° C. Then, it is concentrated by evaporation in a vacuum diluted with ethyl acetate, washed with water, sodium bicarbonate solution as well as with saturated sodium chloride solution, dried on sodium sulfate, concentrated by evaporation in a vacuum and chromatographed on silica gel w... Reactants: Br, COc1cc(-c2nnn[nH]2)cc([N+](=O)[O-])c1O. Yields the product O=[N+]([O-])c1cc(-c2nnn[nH]2)cc(O)c1O. RXN SMILES: [BrH:18].[CH3:1][O:2][c:3]1[c:4]([OH:17])[c:5]([N+:14](=[O:15])[O-:16])[cH:6][c:7](-[c:9]2[n:10][n:11][n:12][nH:13]2)[cH:8]1>>[OH:2][c:3]1[c:4]([OH:17])[c:5]([N+:14](=[O:15])[O-:16])[cH:6][c:7](-[c:9]2[n:10][n:11][n:12][nH:13]2)[cH:8]1. Reactants: N#Cc1ccc(F)c2ccccc12, C1CC2CCC(C1)N2, c1ccncc1. Product: N#Cc1ccc(N2C3CCCC2CC3)c2ccccc12. As a reaction SMILES: [C:9](#[N:10])[c:11]1[cH:12][cH:13][c:14]([F:21])[c:15]2[cH:16][cH:17][cH:18][cH:19][c:20]12.[CH:1]12[CH2:2][CH2:3][CH2:4][CH:5]([CH2:6][CH2:7]1)[NH:8]2.[cH:22]1[cH:23][cH:24][n:25][cH:26][cH:27]1>>[CH:1]12[CH2:2][CH2:3][CH2:4][CH:5]([CH2:6][CH2:7]1)[N:8]2[c:14]1[cH:13][cH:12][c:11]([C:9]#[N:10])[c:20]2[c:15]1[cH:16][cH:17][cH:18][cH:19]2. Starting materials: ClC=1C2=C(N=C(N1)N)N(N=N2)CC2=NC(=CC=C2)C2(CCC2)O (7-chloro-3-(6-[1-hydroxycyclobutyl]pyrid-2-ylmethyl)-3H-[1,2,3]triazolo[4,5-d]pyrimidin-5-amine), CC=1N=CSC1 (4-methylthiazole). Product: CC=1N=C(SC1)C=1C2=C(N=C(N1)N)N(N=N2)CC2=NC(=CC=C2)C2(CCC2)O (7-(4-methylthiazol-2-yl)-3-(6-[1-hydroxycyclobutyl]pyrid-2-ylmethyl)-3H-[1,2,3]triazolo[4,5-d]pyrimidin-5-amine). Reaction SMILES: Cl[C:2]1[C:3]2[N:11]=[N:10][N:9]([CH2:12][C:13]3[CH:18]=[CH:17][CH:16]=[C:15]([C:19]4([OH:23])[CH2:22][CH2:21][CH2:20]4)[N:14]=3)[C:4]=2[N:5]=[C:6]([NH2:8])[N:7]=1.[CH3:24][C:25]1[N:26]=[CH:27][S:28][CH:29]=1>>[CH3:24][C:25]1[N:26]=[C:27]([C:2]2[C:3]3[N:11]=[N:10][N:9]([CH2:12][C:13]4[CH:18]=[CH:17][CH:16]=[C:15]([C:19]5([OH:23])[CH2:22][CH2:21][CH2:20]5)[N:14]=4)[C:4]=3[N:5]=[C:6]([NH2:8])[N:7]=2)[S:28][CH:29]=1. Procedure details: This is prepared from 7-chloro-3-(6-[1-hydroxycyclobutyl]pyrid-2-ylmethyl)-3H-[1,2,3]triazolo[4,5-d]pyrimidin-5-amine and 4-methylthiazole by the method of Example 38. The reactants are NC1=C2C=CN=CC2=CC=C1 (5-aminoisoquinoline), C(C1=CC=CC=C1)N=C=O (benzyl isocyanate). The product is C(C1=CC=CC=C1)NC(=O)NC1=C2C=CN=CC2=CC=C1 (N-Benzyl-N′-isoquinolin-5-ylurea). As a reaction SMILES: [NH2:1][C:2]1[CH:11]=[CH:10][CH:9]=[C:8]2[C:3]=1[CH:4]=[CH:5][N:6]=[CH:7]2.[CH2:12]([N:19]=[C:20]=[O:21])[C:13]1[CH:18]=[CH:17][CH:16]=[CH:15][CH:14]=1>>[CH2:12]([NH:19][C:20]([NH:1][C:2]1[CH:11]=[CH:10][CH:9]=[C:8]2[C:3]=1[CH:4]=[CH:5][N:6]=[CH:7]2)=[O:21])[C:13]1[CH:18]=[CH:17][CH:16]=[CH:15][CH:14]=1. Procedure details: Prepared from 5-aminoisoquinoline and benzyl isocyanate according to the procedure of Description 61. m/z (ES+) 278 (M+H)+.